Dataset: the Open Reaction Database (ORD), a public repository of structured organic reaction records. Task: describe an organic reaction: reactants, conditions, products, and yield Reactants: CC(C)(C)C(=O)Nc1c(-c2ncccn2)cc(Br)cc1[N+](=O)[O-], Cl, O. The product is Nc1c(-c2ncccn2)cc(Br)cc1[N+](=O)[O-]. RXN SMILES: [Br:1][c:2]1[cH:3][c:4]([N+:21](=[O:22])[O-:23])[c:5]([NH:14][C:15](=[O:16])[C:17]([CH3:18])([CH3:19])[CH3:20])[c:6](-[c:8]2[n:9][cH:10][cH:11][cH:12][n:13]2)[cH:7]1.[ClH:24].[OH2:25]>>[Br:1][c:2]1[cH:3][c:4]([N+:21](=[O:22])[O-:23])[c:5]([NH2:14])[c:6](-[c:8]2[n:9][cH:10][cH:11][cH:12][n:13]2)[cH:7]1. Reactants: C=O (formalin), C1(CCCC1)N(C=1C(=C(C(=O)NCC=2C(NC(=CC2C)C)=O)C=C(C1)N1CCNCC1)C)C (3-(Cyclopentyl(methyl)amino)-N-((4,6-dimethyl-2-oxo-1,2-dihydropyridin-3-yl)methyl)-2-methyl-5-(piperazin-1-yl)benzamide), C(#N)[BH3-].[Na+] (Sodium cyanoborohydride). Solvent: CO (methanol). Run at time 30 minute. Yields the product C1(CCCC1)N(C=1C(=C(C(=O)NCC=2C(NC(=CC2C)C)=O)C=C(C1)N1CCN(CC1)C)C)C (3-(cyclopentyl(methyl)amino)-N-((4,6-dimethyl-2-oxo-1,2-dihydropyridin-3-yl)methyl)-2-methyl-5-(4-methylpiperazin-1-yl)benzamide). Yield: 36.1%. RXN SMILES: [CH:1]1([N:6]([CH3:33])[C:7]2[C:8]([CH3:32])=[C:9]([CH:23]=[C:24]([N:26]3[CH2:31][CH2:30][NH:29][CH2:28][CH2:27]3)[CH:25]=2)[C:10]([NH:12][CH2:13][C:14]2[C:15](=[O:22])[NH:16][C:17]([CH3:21])=[CH:18][C:19]=2[CH3:20])=[O:11])[CH2:5][CH2:4][CH2:3][CH2:2]1.C=O.[C:36]([BH3-])#N.[Na+]>CO>[CH:1]1([N:6]([CH3:33])[C:7]2[C:8]([CH3:32])=[C:9]([CH:23]=[C:24]([N:26]3[CH2:31][CH2:30][N:29]([CH3:36])[CH2:28][CH2:27]3)[CH:25]=2)[C:10]([NH:12][CH2:13][C:14]2[C:15](=[O:22])[NH:16][C:17]([CH3:21])=[CH:18][C:19]=2[CH3:20])=[O:11])[CH2:5][CH2:4][CH2:3][CH2:2]1 |f:2.3|. Reported procedure: 3-(Cyclopentyl(methyl)amino)-N-((4,6-dimethyl-2-oxo-1,2-dihydropyridin-3-yl)methyl)-2-methyl-5-(piperazin-1-yl)benzamide (free base) (0.100 g, 0.223 mmol) was dissolved in methanol (5 mL) and cooled to 0° C. before formalin (0.033 g, 1.1 mL, 2.23 mmol) was added. The resulting reaction mixture was stirred at same temperature for 30 minutes. Sodium cyanoborohydride (0.013 g, 0.22 mmol) was added to above reaction mixture and stirred at room temperature for 4 h. After completion, solvent was remov...